Dataset: the Open Reaction Database (ORD), a public repository of structured organic reaction records. Task: describe an organic reaction: reactants, conditions, products, and yield Reactants: C(C1=CC=CC=C1)OC(=O)N1C[C@H](N(CC1)C(N(C1=CC=CC=C1)C1=CC(=CC(=C1)Cl)Cl)=O)C(=O)O ((S)-4-(benzyloxycarbonyl)-1-[N-(3,5-dichlorophenyl)-N-phenylcarbamoyl]piperazine-2-carboxylic acid), Br.C(C)(=O)O (HBr acetic acid). Procedure details: A mixture of 0.63 g (1.19 mmole) of (S)-4-(benzyloxycarbonyl)-1-[N-(3,5-dichlorophenyl)-N-phenylcarbamoyl]piperazine-2-carboxylic acid and 12 mL of 30% HBr/acetic acid was stirred at room temperature for 40 min, and residual HBr was then removed by bubbling nitrogen through the solution for 3 hr. The mixture was then concentrated in vacuo. The residue was treated with 25 mL of water and the pH adjusted to 7 with aqueous sodium hydroxide. To this mixture was added 45 mL of ethyl acetate, and the ... Yields the product ClC=1C=C(C=C(C1)Cl)N(C(=O)N1[C@@H](CNCC1)C(=O)O)C1=CC=CC=C1 ((S)-1-[N-(3,5-Dichlorophenyl)-N-phenylcarbamoyl]piperazine-2-carboxylic acid). RXN SMILES: C(OC([N:11]1[CH2:16][CH2:15][N:14]([C:17](=[O:33])[N:18]([C:25]2[CH:30]=[C:29]([Cl:31])[CH:28]=[C:27]([Cl:32])[CH:26]=2)[C:19]2[CH:24]=[CH:23][CH:22]=[CH:21][CH:20]=2)[C@H:13]([C:34]([OH:36])=[O:35])[CH2:12]1)=O)C1C=CC=CC=1.Br.C(O)(=O)C>>[Cl:32][C:27]1[CH:26]=[C:25]([N:18]([C:19]2[CH:24]=[CH:23][CH:22]=[CH:21][CH:20]=2)[C:17]([N:14]2[CH2:15][CH2:16][NH:11][CH2:12][C@H:13]2[C:34]([OH:36])=[O:35])=[O:33])[CH:30]=[C:29]([Cl:31])[CH:28]=1 |f:1.2|. Reaction conditions: time 40 minute. The yield is 155.6%. Starting materials: Cl.NC1=NC=CC2=CC(=CC=C12)CC(C(N1CCCCC1)=O)NC(CNS(=O)(=O)C=1C(=C(C2=C(CCC(O2)(C)C)C1C)C)C)=O (N-[1-[(1-Amino-6-isoquinolinyl)methyl]-2-oxo-2-(1-piperidinyl)ethyl]-2-[[(3,4-dihydro-2,2,5,7,8-pentamethyl-2H-1-benzopyran-6-yl)sulfonyl]amino]acetamide hydrochloride), 5b, OC[C@@H](C(=O)O)NS(=O)(=O)C1=CC2=CC=CC=C2C=C1 ((2S)-3-hydroxy-2-[(2-naphthalenylsulfonyl)amino]propanoic acid), N[C@@H](CO)C(=O)O (L-serine), C1=C(C=CC2=CC=CC=C12)S(=O)(=O)Cl (2-naphthalenylsulfonylchloride). Yields the product Cl.NC1=NC=CC2=CC(=CC=C12)CC(C(N1CCCCC1)=O)NC([C@H](CO)NS(=O)(=O)C1=CC2=CC=CC=C2C=C1)=O ((2S)-N-[1-[(1-amino-6-isoquinolinyl)methyl]-2-oxo-2-(1-piperidinyl)ethyl]-3-hydroxy-2-[(2-naphthalenylsulfonyl)amino]propanamide hydrochloride). Reaction SMILES: Cl.[NH2:2][C:3]1[C:12]2[C:7](=[CH:8][C:9]([CH2:13][CH:14]([NH:23][C:24](=[O:45])[CH2:25][NH:26][S:27]([C:30]3[C:31]([CH3:44])=[C:32]([CH3:43])[C:33]4OC(C)(C)[CH2:36][CH2:35][C:34]=4[C:41]=3C)(=[O:29])=[O:28])[C:15](=[O:22])[N:16]3[CH2:21][CH2:20][CH2:19][CH2:18][CH2:17]3)=[CH:10][CH:11]=2)[CH:6]=[CH:5][N:4]=1.[OH:46][CH2:47][C@H](NS(C1C=CC2C(=CC=CC=2)C=1)(=O)=O)C(O)=O.N[C@H](C(O)=O)CO.C1C2C(=CC=CC=2)C=CC=1S([Cl:86])(=O)=O>>[ClH:86].[NH2:2][C:3]1[C:12]2[C:7](=[CH:8][C:9]([CH2:13][CH:14]([NH:23][C:24](=[O:45])[C@@H:25]([NH:26][S:27]([C:30]3[CH:31]=[CH:44][C:33]4[C:34](=[CH:35][CH:36]=[CH:43][CH:32]=4)[CH:41]=3)(=[O:29])=[O:28])[CH2:47][OH:46])[C:15](=[O:22])[N:16]3[CH2:21][CH2:20][CH2:19][CH2:18][CH2:17]3)=[CH:10][CH:11]=2)[CH:6]=[CH:5][N:4]=1 |f:0.1,5.6|. Procedure details: The procedure described for 5c was used. Deprotection of Sa and coupling with (2S)-3-hydroxy-2-[(2-naphthalenylsulfonyl)amino]propanoic acid (prepared from L-serine and 2-naphthalenylsulfonylchloride using the procedure described for 5b) yielded 7. 1H-NMR 200 MHz (CD3OD) δ: 1.12-1.58 (6H, m), 2.57-2.69 (1H, m) 2.95-3.95 (8H, m), 4.9-5.1 (1H, m), 7.11-7.22 (1H, m), 7.43-8.16 (9H, m), 8.24-8.34 (1H, m), 8.41-8.45 (1H, m). Starting materials: CC(C)(C)[Si](OCC=Cc1ccc(C(=O)NN)cc1)(c1ccccc1)c1ccccc1, C1CCOC1, CC#N, O=C(O)CSCCOc1ccccc1. Reaction SMILES: [C:15]([CH3:16])([CH3:17])([CH3:18])[Si:19]([O:20][CH2:21][CH:22]=[CH:23][c:24]1[cH:25][cH:26][c:27]([C:28](=[O:29])[NH:30][NH2:31])[cH:32][cH:33]1)([c:34]1[cH:35][cH:36][cH:37][cH:38][cH:39]1)[c:40]1[cH:41][cH:42][cH:43][cH:44][cH:45]1.[CH2:46]1[O:47][CH2:48][CH2:49][CH2:50]1.[CH3:51][C:52]#[N:53].[O:1]([c:2]1[cH:3][cH:4][cH:5][cH:6][cH:7]1)[CH2:8][CH2:9][S:10][CH2:11][C:12](=[O:13])[OH:14]>>[O:1]([c:2]1[cH:3][cH:4][cH:5][cH:6][cH:7]1)[CH2:8][CH2:9][S:10][CH2:11][C:12](=[O:14])[N:30]([C:28]([c:27]1[cH:26][cH:25][c:24]([CH:23]=[CH:22][CH2:21][O:20][Si:19]([C:15]([CH3:16])([CH3:17])[CH3:18])([c:34]2[cH:35][cH:36][cH:37][cH:38][cH:39]2)[c:40]2[cH:41][cH:42][cH:43][cH:44][cH:45]2)[cH:33][cH:32]1)=[O:29])[NH2:31]. The product is CC(C)(C)[Si](OCC=Cc1ccc(C(=O)N(N)C(=O)CSCCOc2ccccc2)cc1)(c1ccccc1)c1ccccc1.